This data is from the Open Reaction Database (ORD), a public repository of structured organic reaction records. The task is: describe an organic reaction: reactants, conditions, products, and yield Starting materials: CCc1cc2cc(Cl)cc(C(=O)OC)c2[nH]1, CO, Cc1cc2cc(Cl)cc(C(=O)O)c2[nH]1, [Na+], [OH-]. Yields the product CCc1cc2cc(Cl)cc(C(=O)O)c2[nH]1. As a reaction SMILES: [CH3:15][O:16][C:17](=[O:18])[c:19]1[cH:20][c:21]([Cl:30])[cH:22][c:23]2[cH:24][c:25]([CH2:28][CH3:29])[nH:26][c:27]12.[CH3:33][OH:34].[Cl:1][c:2]1[cH:3][c:4]2[c:5]([c:6]([C:7]([OH:8])=[O:9])[cH:10]1)[nH:11][c:12]([CH3:13])[cH:14]2.[Na+:32].[OH-:31]>>[O:16]=[C:17]([OH:18])[c:19]1[cH:20][c:21]([Cl:30])[cH:22][c:23]2[cH:24][c:25]([CH2:28][CH3:29])[nH:26][c:27]12. Reactants: CCO, O=Cc1ccccc1, [H][H], NC(CO)Cc1ccccc1. The product is OCC(Cc1ccccc1)NCc1ccccc1. Reaction SMILES: [CH3:22][CH2:23][OH:24].[CH:12](=[O:13])[c:14]1[cH:15][cH:16][cH:17][cH:18][cH:19]1.[H:20][H:21].[NH2:1][CH:2]([CH2:3][c:4]1[cH:5][cH:6][cH:7][cH:8][cH:9]1)[CH2:10][OH:11]>>[NH:1]([CH:2]([CH2:3][c:4]1[cH:5][cH:6][cH:7][cH:8][cH:9]1)[CH2:10][OH:11])[CH2:12][c:14]1[cH:15][cH:16][cH:17][cH:18][cH:19]1. Reactants: OC=1C2=C(C(=NC1C(=O)OCC)C#CC1=CC=CC=C1)C(=NO2)C2=CC=CC=C2 (Ethyl 7-hydroxy-3-phenyl-4-(phenylethynyl)isoxazolo[4,5-c]pyridine-6-carboxylate), NCC(=O)O (glycine), C[O-].[Na+] (sodium methoxide). Yields the product OC=1C2=C(C(=NC1C(=O)NCC(=O)O)C#CC1=CC=CC=C1)C(=NO2)C2=CC=CC=C2 ([(7-Hydroxy-3-phenyl-4-phenylethynyl-isoxazolo[4,5-c]pyridine-6-carbonyl)-amino]-acetic acid). Isolated yield 82.1%. Reaction SMILES: [OH:1][C:2]1[C:3]2[O:23][N:22]=[C:21]([C:24]3[CH:29]=[CH:28][CH:27]=[CH:26][CH:25]=3)[C:4]=2[C:5]([C:13]#[C:14][C:15]2[CH:20]=[CH:19][CH:18]=[CH:17][CH:16]=2)=[N:6][C:7]=1[C:8](OCC)=[O:9].[NH2:30][CH2:31][C:32]([OH:34])=[O:33].C[O-].[Na+]>>[OH:1][C:2]1[C:3]2[O:23][N:22]=[C:21]([C:24]3[CH:25]=[CH:26][CH:27]=[CH:28][CH:29]=3)[C:4]=2[C:5]([C:13]#[C:14][C:15]2[CH:20]=[CH:19][CH:18]=[CH:17][CH:16]=2)=[N:6][C:7]=1[C:8]([NH:30][CH2:31][C:32]([OH:34])=[O:33])=[O:9] |f:2.3|. Procedure: Ethyl 7-hydroxy-3-phenyl-4-(phenylethynyl)isoxazolo[4,5-c]pyridine-6-carboxylate (195 mg, 0.51 mmol) and glycine (1.9 g, 25.3 mmol) were added to sodium methoxide solution (38 mL, 19.0 mmol, 0.5 M in MeOH) and the mixture was refluxed for 3 days. The mixture was cooled to room temperature and the solvent was removed in vacuo. The residue was dissolved in 100 mL of water and hydrochloric acid was added until pH was 3. The precipitate was isolated by filtration and dried under vacuum to give 173 m... Reactants: ice, [Al+3].[Cl-].[Cl-].[Cl-] (AlCl3), C1(CCCC2=CC=CC=C12)=O (3,4-dihydro-2H-naphth-1-one), BrBr (Br2), Cl (hydrochloric acid). The solvent is O (water), C(C)OCC (diethyl ether). Conditions: temperature 80 celsius. Product: BrC1=C2CCCC(C2=CC=C1)=O (5-Bromo-3,4-dihydro-2H-naphth-1-one). As a reaction SMILES: [Al+3].[Cl-].[Cl-].[Cl-].[C:5]1(=[O:15])[C:14]2[C:9](=[CH:10][CH:11]=[CH:12][CH:13]=2)[CH2:8][CH2:7][CH2:6]1.[Br:16]Br.Cl>O.C(OCC)C>[Br:16][C:10]1[CH:11]=[CH:12][CH:13]=[C:14]2[C:9]=1[CH2:8][CH2:7][CH2:6][C:5]2=[O:15] |f:0.1.2.3|. Procedure details: 2.21 g of AlCl3 are placed in a round-bottomed flask, to which 0.91 ml of 3,4-dihydro-2H-naphth-1-one is added over 10 min and 0.41 ml of Br2 is added over 5 min, and the mixture is heated at 80° C. for 10 min. It is allowed to return to ambient temperature and a solution comprising 20 g of ice and 2.7 ml of concentrated hydrochloric acid is added thereto. The mixture is then diluted with water and diethyl ether. The organic phase is subsequently separated, dried and concentrated under reduced p...